Dataset: the Open Reaction Database (ORD), a public repository of structured organic reaction records. Task: describe an organic reaction: reactants, conditions, products, and yield The reactants are CC(C)(C)[O-], CS(C)=O, O=C1C2COCCN2c2nc(Cl)ncc2N1CC1CC1, ClCCl, CI, [Na+], O. The product is CC12COCCN1c1nc(Cl)ncc1N(CC1CC1)C2=O. Reaction SMILES: [CH3:23][C:24]([CH3:25])([O-:26])[CH3:27].[CH3:29][S:30]([CH3:31])=[O:32].[Cl:1][c:2]1[n:3][c:4]2[c:9]([cH:10][n:11]1)[N:8]([CH2:12][CH:13]1[CH2:14][CH2:15]1)[C:7](=[O:16])[CH:6]1[N:5]2[CH2:20][CH2:19][O:18][CH2:17]1.[Cl:34][CH2:35][Cl:36].[I:21][CH3:22].[Na+:28].[OH2:33]>>[Cl:1][c:2]1[n:3][c:4]2[c:9]([cH:10][n:11]1)[N:8]([CH2:12][CH:13]1[CH2:14][CH2:15]1)[C:7](=[O:16])[C:6]1([CH3:23])[N:5]2[CH2:20][CH2:19][O:18][CH2:17]1. The reactants are Cl[C@H](C(=O)OC)[C@@H](C1=CC=CC=C1)O (Methyl (2S,3R)-2-chloro-3-hydroxy-3-phenylpropionate), O (water), C([O-])([O-])=O.[K+].[K+] (potassium carbonate), C(C)(=O)OCC (ethyl acetate), O (water). Run in CN(C)C=O (DMF). Yields the product O1[C@@H](C(=O)OC)[C@H]1C1=CC=CC=C1 (Methyl (2R,3R)-2,3-epoxy-3-phenylpropionate). As a reaction SMILES: Cl[C@@H:2]([C@H:7]([OH:14])[C:8]1[CH:13]=[CH:12][CH:11]=[CH:10][CH:9]=1)[C:3]([O:5][CH3:6])=[O:4].O.C(=O)([O-])[O-].[K+].[K+].C(OCC)(=O)C>CN(C=O)C>[O:14]1[C@H:7]([C:8]2[CH:13]=[CH:12][CH:11]=[CH:10][CH:9]=2)[C@@H:2]1[C:3]([O:5][CH3:6])=[O:4] |f:2.3.4|. Procedure: To a mixture of (2S,3R)-methyl-2-chloro-3-hydroxy phenylpropionate (CV, EXAMPLE 4, 31.6 g, 0.15 mol) in DMF (730 ml) is added water (13.5 ml) followed by potassium carbonate (62 g, 0.45 mol) at 25° with stirring. The mixture is allowed to stir at 25° for 72 hr and then poured into a mixture of ethyl acetate (3 l) and water (500 ml). The organic phase is separated and the aqueous phase is back washed with ethyl acetate (400 ml×2). The combined organic phases are washed with water (400 ml×3). The ... Reactants: CC(C)(C)N(C([O-])=O)CC(CC1=CC=CC=C1)NC(=O)C=1SC(=C(C1OC)Br)C1=CC=NN1C (1,1-dimethylethyl[2-({[4-bromo-3-(methyloxy)-5-(1-methyl-1H-pyrazol-5-yl)-2-thienyl]carbonyl}amino)-3-phenylpropyl]carbamate). Solvent: C(=O)(C(F)(F)F)O.C(Cl)Cl (TFA DCM). Reaction conditions: time 30 minute. Yields the product NCC(CC1=CC=CC=C1)NC(=O)C=1SC(=C(C1OC)Br)C1=CC=NN1C (N-[2-amino-1-(phenylmethyl)ethyl]-4-bromo-3-(methyloxy)-5-(1-methyl-1H-pyrazol-5-yl)-2-thiophenecarboxamide). As a reaction SMILES: CC([N:5]([CH2:9][CH:10]([NH:18][C:19]([C:21]1[S:22][C:23]([C:29]2[N:33]([CH3:34])[N:32]=[CH:31][CH:30]=2)=[C:24]([Br:28])[C:25]=1[O:26][CH3:27])=[O:20])[CH2:11][C:12]1[CH:17]=[CH:16][CH:15]=[CH:14][CH:13]=1)C(=O)[O-])(C)C>C(O)(C(F)(F)F)=O.C(Cl)Cl>[NH2:5][CH2:9][CH:10]([NH:18][C:19]([C:21]1[S:22][C:23]([C:29]2[N:33]([CH3:34])[N:32]=[CH:31][CH:30]=2)=[C:24]([Br:28])[C:25]=1[O:26][CH3:27])=[O:20])[CH2:11][C:12]1[CH:13]=[CH:14][CH:15]=[CH:16][CH:17]=1 |f:1.2|. Procedure details: A solution of 1,1-dimethylethyl[2-({[4-bromo-3-(methyloxy)-5-(1-methyl-1H-pyrazol-5-yl)-2-thienyl]carbonyl}amino)-3-phenylpropyl]carbamate (crude from part e) in TFA-DCM (3 mL, 1:2) was stirred at 25° C. After 30 min, the solution was concentrated and the residue neutralized through a silica plug (3% MeOH in DCM (1% NH4OH)) affording the free base of the title compound. Starting materials: OC1=CC=C(C=C1)N=C=S (p-hydroxyphenylisothiocyanate), C(C=C)N=C=O (allylisocyanate). Reagents/catalysts: C(C)N(CC)CC (triethylamine), C(CCCCCCCCCCC)(=O)[O-].C(CCCCCCCCCCC)(=O)[O-].C(CCC)[Sn+2]CCCC (dibutyltin dilaurate). Run in C(Cl)(Cl)Cl (chloroform). Yields the product C(C=C)NC(=O)OC1=CC=C(C=C1)N=C=S (p-Allylcarbamyloxyphenylisothiocyanate). RXN SMILES: [OH:1][C:2]1[CH:7]=[CH:6][C:5]([N:8]=[C:9]=[S:10])=[CH:4][CH:3]=1.[CH2:11]([N:14]=[C:15]=[O:16])[CH:12]=[CH2:13]>C(Cl)(Cl)Cl.C(N(CC)CC)C.C([O-])(=O)CCCCCCCCCCC.C([O-])(=O)CCCCCCCCCCC.C([Sn+2]CCCC)CCC>[CH2:11]([NH:14][C:15]([O:1][C:2]1[CH:7]=[CH:6][C:5]([N:8]=[C:9]=[S:10])=[CH:4][CH:3]=1)=[O:16])[CH:12]=[CH2:13] |f:4.5.6|. Reported procedure: By a procedure similar to that of Example I, the above compound (11.1 g.) in the form of a waxy solid, was prepared from 9.1 g. (0.06 m.) of p-hydroxyphenylisothiocyanate and 5.0 g. (0.06 m.) of allylisocyanate, using 35 mls. of chloroform as a solvent and 3 drops each of triethylamine and dibutyltin dilaurate as catalysts. The reactants are [BH4-], O=C(NC(=O)c1ccccc1)NC1CCN(CC(=O)C2COc3ccccc3O2)CC1, CO, [Na+], [Na+], [OH-], O. Product: O=C(NC(=O)c1ccccc1)NC1CCN(CC(O)C2COc3ccccc3O2)CC1. RXN SMILES: [BH4-:32].[C:1]([c:2]1[cH:3][cH:4][cH:5][cH:6][cH:7]1)(=[O:8])[NH:9][C:10](=[O:11])[NH:12][CH:13]1[CH2:14][CH2:15][N:16]([CH2:19][C:20](=[O:21])[CH:22]2[CH2:23][O:24][c:25]3[c:26]([cH:28][cH:29][cH:30][cH:31]3)[O:27]2)[CH2:17][CH2:18]1.[CH3:35][OH:36].[Na+:33].[Na+:38].[OH-:37].[OH2:34]>>[C:1]([c:2]1[cH:3][cH:4][cH:5][cH:6][cH:7]1)(=[O:8])[NH:9][C:10](=[O:11])[NH:12][CH:13]1[CH2:14][CH2:15][N:16]([CH2:19][CH:20]([OH:21])[CH:22]2[CH2:23][O:24][c:25]3[c:26]([cH:28][cH:29][cH:30][cH:31]3)[O:27]2)[CH2:17][CH2:18]1. Reactants: COC1=CC=C(C=C1)N1N=C(N=C1C1=CC=C(C=C1)OC)O (1,5-bis(4-methoxyphenyl)-1H-1,2,4-triazol-3-ol), BrCC#CC (1-bromo-2-butyne). The product is COC1=CC=C(C=C1)N1N=C(N=C1C1=CC=C(C=C1)OC)OCC#CC (1,5-bis(4-methoxyphenyl)-3-(2-butynyloxy)-1H-1,2,4-triazole). Yield: 40.8%. Reaction SMILES: [CH3:1][O:2][C:3]1[CH:8]=[CH:7][C:6]([N:9]2[C:13]([C:14]3[CH:19]=[CH:18][C:17]([O:20][CH3:21])=[CH:16][CH:15]=3)=[N:12][C:11]([OH:22])=[N:10]2)=[CH:5][CH:4]=1.Br[CH2:24][C:25]#[C:26][CH3:27]>>[CH3:1][O:2][C:3]1[CH:4]=[CH:5][C:6]([N:9]2[C:13]([C:14]3[CH:19]=[CH:18][C:17]([O:20][CH3:21])=[CH:16][CH:15]=3)=[N:12][C:11]([O:22][CH2:24][C:25]#[C:26][CH3:27])=[N:10]2)=[CH:7][CH:8]=1. Reported procedure: 1,5-bis(4-methoxyphenyl)-3-(2-butynyloxy)-1H-1,2,4-triazole (96 mg, 40.8% yield) was prepared from 1,5-bis(4-methoxyphenyl)-1H-1,2,4-triazol-3-ol and 1-bromo-2-butyne by the similar manner described for Example 18. Yields the product CC(=O)NCCC1CCc2ccc3nc(CCC(C)O)oc3c21. RXN SMILES: [C:33].[CH2:1]([c:2]1[cH:3][cH:4][cH:5][cH:6][cH:7]1)[O:8][CH:9]([CH2:10][CH2:11][c:12]1[o:13][c:14]2[c:15]([n:16]1)[cH:17][cH:18][c:19]1[c:23]2[CH:22]([CH2:24][CH2:25][NH:26][C:27]([CH3:28])=[O:29])[CH2:21][CH2:20]1)[CH3:30].[CH3:31][OH:32].[Pd:34]>>[OH:8][CH:9]([CH2:10][CH2:11][c:12]1[o:13][c:14]2[c:15]([n:16]1)[cH:17][cH:18][c:19]1[c:23]2[CH:22]([CH2:24][CH2:25][NH:26][C:27]([CH3:28])=[O:29])[CH2:21][CH2:20]1)[CH3:30]. The reactants are C, CC(=O)NCCC1CCc2ccc3nc(CCC(C)OCc4ccccc4)oc3c21, CO, [Pd]. Reactants: ClC1=C(C(=O)O)C=C(C=C1)SC (2-chloro-5-methylsulfanylbenzoic acid), C([O-])([O-])=O.[K+].[K+] (potassium carbonate), CI (methyl iodide), C(C)OCC (diethyl ether). Run in CN(C=O)C (N,N-dimethylformamide). Reaction conditions: time 3 hour. Yields the product ClC1=C(C(=O)OC)C=C(C=C1)SC (methyl 2-chloro-5-methylsulfanylbenzoate). Isolated yield 85.4%. RXN SMILES: [Cl:1][C:2]1[CH:10]=[CH:9][C:8]([S:11][CH3:12])=[CH:7][C:3]=1[C:4]([OH:6])=[O:5].[C:13](=O)([O-])[O-].[K+].[K+].CI.C(OCC)C>CN(C)C=O>[Cl:1][C:2]1[CH:10]=[CH:9][C:8]([S:11][CH3:12])=[CH:7][C:3]=1[C:4]([O:6][CH3:13])=[O:5] |f:1.2.3|. Procedure: To a solution of 2-chloro-5-methylsulfanylbenzoic acid (20.2 g, 100 mmol) in N,N-dimethylformamide (200 ml) were added potassium carbonate (15.2 g, 110 mmol) and methyl iodide (6.8 ml, 110 mmol). After stirring at room temperature for 3 hr, diethyl ether (300 ml) was added. The organic layer was washed successively with water (200 ml×3) and saturated brine (200 ml), and dried over magnesium sulfate. Filtration and concentration gave methyl 2-chloro-5-methylsulfanylbenzoate (18.5 g, yield 86%). Reactants: Cl.ClCC1=CC=NC2=CC=CC=C12 (4-(Chloromethyl)quinoline hydrochloride), COC=1C=C2C=C(N=C(C2=CC1OC)C)O (6,7-dimethoxy-1-methylisoquinolin-3-ol), COC=1C=C2C=C(N=C(C2=CC1OC)C)O (6,7-Dimethoxy-1-methylisoquinolin-3-ol), C1(=CC=CC=C1)C (toluene), [OH-].[K+] (KOH). Run in O (H2O), CCOC(=O)C (EtOAc). Reaction conditions: temperature 160 celsius, time 1.5 hour. Yields the product COC=1C=C2C(=C(N=C(C2=CC1OC)C)O)CC=1C=NC2=CC=CC=C2C1 (6,7-dimethoxy-1-methyl-4-(quinolin-3-ylmethyl)isoquinolin-3-ol). Reaction SMILES: [CH3:1][O:2][C:3]1[CH:4]=[C:5]2[C:10](=[CH:11][C:12]=1[O:13][CH3:14])[C:9]([CH3:15])=[N:8][C:7]([OH:16])=[CH:6]2.[OH-].[K+].Cl.ClC[C:22]1[C:31]2[C:26](=[CH:27][CH:28]=[CH:29][CH:30]=2)[N:25]=[CH:24][CH:23]=1.[C:32]1(C)C=CC=CC=1>O.CCOC(C)=O>[CH3:1][O:2][C:3]1[CH:4]=[C:5]2[C:10](=[CH:11][C:12]=1[O:13][CH3:14])[C:9]([CH3:15])=[N:8][C:7]([OH:16])=[C:6]2[CH2:32][C:23]1[CH:24]=[N:25][C:26]2[C:31]([CH:22]=1)=[CH:30][CH:29]=[CH:28][CH:27]=2 |f:1.2,3.4|. Procedure: To a solution of 6,7-dimethoxy-1-methylisoquinolin-3-ol CCH 18060 (120 mg, 547 μmol) in toluene (15 mL) in a 20 mL microwave vial equipped with a magnetic stirrer was added a 2 N aq. KOH solution (0.58 mL, 1.16 mmol) at RT followed by MDE 32016 (130 mg, 607 μmol) and the mixture was stirred at 160° C. for 1.5 h under microwave irradiation. After cooling to RT, the mixture was diluted with H2O (10 mL) before extraction with EtOAc (50 mL). The organic phase was isolated and the aqueous phase was f...